From a dataset of the Open Reaction Database (ORD), a public repository of structured organic reaction records. describe an organic reaction: reactants, conditions, products, and yield The reactants are C(C)(C)(C)OC(=O)NC1[C@@H]2N(C(=C(CS2)C2=C(C(C2=O)=O)OCC2=CC=CC=C2)C(=O)OC(C2=CC=CC=C2)C2=CC=CC=C2)C1=O (Diphenylmethyl 7-(t-butoxycarbonylamino)-3-(2-benzyloxy-3,4-dioxo-1-cyclobutenyl)-3-cephem-4-carboxylate), O (H2O). Run in C(C)#N (acetonitrile). Yields the product NC1[C@@H]2N(C(=C(CS2)C2=C(C(C2=O)=O)OCC2=CC=CC=C2)C(=O)OC(C2=CC=CC=C2)C2=CC=CC=C2)C1=O (Diphenylmethyl 7-amino-3-(2-benzyloxy-3,4-dioxo-1-cyclobutenyl)-3-cephem-4-carboxylate). RXN SMILES: C(OC([NH:8][CH:9]1[C:46](=[O:47])[N:11]2[C:12]([C:30]([O:32][CH:33]([C:40]3[CH:45]=[CH:44][CH:43]=[CH:42][CH:41]=3)[C:34]3[CH:39]=[CH:38][CH:37]=[CH:36][CH:35]=3)=[O:31])=[C:13]([C:16]3[C:19](=[O:20])[C:18](=[O:21])[C:17]=3[O:22][CH2:23][C:24]3[CH:29]=[CH:28][CH:27]=[CH:26][CH:25]=3)[CH2:14][S:15][C@H:10]12)=O)(C)(C)C.O>C(#N)C>[NH2:8][CH:9]1[C:46](=[O:47])[N:11]2[C:12]([C:30]([O:32][CH:33]([C:40]3[CH:45]=[CH:44][CH:43]=[CH:42][CH:41]=3)[C:34]3[CH:35]=[CH:36][CH:37]=[CH:38][CH:39]=3)=[O:31])=[C:13]([C:16]3[C:19](=[O:20])[C:18](=[O:21])[C:17]=3[O:22][CH2:23][C:24]3[CH:25]=[CH:26][CH:27]=[CH:28][CH:29]=3)[CH2:14][S:15][C@H:10]12. Reported procedure: Diphenylmethyl 7-(t-butoxycarbonylamino)-3-(2-benzyloxy-3,4-dioxo-1-cyclobutenyl)-3-cephem-4-carboxylate was deprotected with a solution of pTSOH.H2O in acetonitrile as described in the preceding experiment to provide the title compound which was directly used in the next step.